Dataset: the Open Reaction Database (ORD), a public repository of structured organic reaction records. Task: describe an organic reaction: reactants, conditions, products, and yield Starting materials: CC(=O)C(=O)O, O=C[O-], N, [NH4+], O=C(O)CCC(=O)C(=O)O, O. Yields the product NC(CCC(=O)O)C(=O)O. As a reaction SMILES: [CH3:15][C:16]([C:17](=[O:18])[OH:19])=[O:20].[CH:12]([O-:13])=[O:14].[NH3:21].[NH4+:11].[O:1]=[C:2]([C:3](=[O:4])[OH:5])[CH2:6][CH2:7][C:8](=[O:9])[OH:10].[OH2:22]>>[CH:2]([C:3](=[O:4])[OH:5])([CH2:6][CH2:7][C:8](=[O:9])[OH:10])[NH2:11]. Starting materials: FC=1C=C(C=CC1)C=1C=CC(=NC1)/C=C/C=O ((E)-3-[5-(3-fluorophenyl)pyridin-2-yl]propenal), CC1(C(CC(CC1)=O)=O)C (4,4-dimethylcyclohexane-1,3-dione), NC1=CC=NN1.C1CC1CC(=O)N (5-amino-1H-pyrazole 3-cyclopropylmethylcarboxamide). Procedure details: The title compound is prepared according to procedure A from 50 mg of (E)-3-[5-(3-fluorophenyl)pyridin-2-yl]propenal, 31 mg of 4,4-dimethylcyclohexane-1,3-dione and 40 mg of 5-amino-1H-pyrazole-3-cyclopropylmethylcarboxamide. Yields the product FC=1C=C(C=CC1)C=1C=CC(=NC1)/C=C/C1C2=C(NC=3CCC(C(C13)=O)(C)C)NN=C2.C1CC1CC(=O)N (4-{(E)-2-[5-(3-Fluorophenyl)pyridin-2-yl]vinyl}-6,6-dimethyl-5-oxo-4,5,6,7,8,9-hexahydro-1H-pyrazolo[3,4-b]quinoline 3-cyclopropylmethylcarboxamide). As a reaction SMILES: [F:1][C:2]1[CH:3]=[C:4]([C:8]2[CH:9]=[CH:10][C:11](/[CH:14]=[CH:15]/[CH:16]=O)=[N:12][CH:13]=2)[CH:5]=[CH:6][CH:7]=1.[CH3:18][C:19]1([CH3:27])[CH2:24][CH2:23][C:22](=O)[CH2:21][C:20]1=[O:26].[NH2:28][C:29]1[NH:33][N:32]=[CH:31][CH:30]=1.[CH2:34]1[CH:36]([CH2:37][C:38]([NH2:40])=[O:39])[CH2:35]1>>[F:1][C:2]1[CH:3]=[C:4]([C:8]2[CH:9]=[CH:10][C:11](/[CH:14]=[CH:15]/[CH:16]3[C:21]4[C:20](=[O:26])[C:19]([CH3:27])([CH3:18])[CH2:24][CH2:23][C:22]=4[NH:28][C:29]4[NH:33][N:32]=[CH:31][C:30]3=4)=[N:12][CH:13]=2)[CH:5]=[CH:6][CH:7]=1.[CH2:35]1[CH:36]([CH2:37][C:38]([NH2:40])=[O:39])[CH2:34]1 |f:2.3,4.5|. Starting materials: 48, C1(=CC=CC=C1)COC=1C=CC2=C(CCC(O2)C(=O)OCC)C1 (ethyl 3,4-dihydro-6-(phenylmethoxy)-2H-1-benzopyran-2-carboxylate), [H-].CC(C[Al+]CC(C)C)C ([bis(2-methylpropyl)]aluminium hydride), Cl (hydrochloric acid), 24, CO (methanol). Run in CC1=CC=CC=C1 (methylbenzene), CC1=CC=CC=C1 (methylbenzene), O (water). Run at time 30 minute. Yields the product C1(=CC=CC=C1)COC=1C=CC2=C(CCC(O2)C=O)C1 (3,4-dihydro-6-(phenylmethoxy)-2H-1-benzopyran-2-carboxaldehyde), intermediate 42. Isolated yield 97.0%. Reaction SMILES: [C:1]1([CH2:7][O:8][C:9]2[CH:10]=[CH:11][C:12]3[O:17][CH:16]([C:18](OCC)=[O:19])[CH2:15][CH2:14][C:13]=3[CH:23]=2)[CH:6]=[CH:5][CH:4]=[CH:3][CH:2]=1.[H-].CC(C)C[Al+]CC(C)C.CO.Cl>CC1C=CC=CC=1.O>[C:1]1([CH2:7][O:8][C:9]2[CH:10]=[CH:11][C:12]3[O:17][CH:16]([CH:18]=[O:19])[CH2:15][CH2:14][C:13]=3[CH:23]=2)[CH:2]=[CH:3][CH:4]=[CH:5][CH:6]=1 |f:1.2|. Procedure details: To a stirred solution of 48 parts of ethyl 3,4-dihydro-6-(phenylmethoxy)-2H-1-benzopyran-2-carboxylate in 495 parts of methylbenzene were added dropwise 108 parts of a solution of [bis(2-methylpropyl)]aluminium hydride in methylbenzene at -80° C. Upon completion, stirring was continued for 30 minutes at -80° C. The reaction mixture was decomposed by the carefully addition of 24 parts of methanol. It was poured into 1000 parts of water and the whole was stirred for 15 minutes very carefully! The ... Isolated yield 86.3%. Run at temperature 20 celsius, time 2 hour. Product: NC=1C=C(C=CC1OS(=O)(=O)C(F)(F)F)CC(=O)OC (methyl 3-amino-4-trifluoromethanesulfonyloxyphenylacetate). Solvent: CO (methanol). Reaction SMILES: [N+:1]([C:4]1[CH:5]=[C:6]([CH2:18][C:19]([O:21][CH3:22])=[O:20])[CH:7]=[CH:8][C:9]=1[O:10][S:11]([C:14]([F:17])([F:16])[F:15])(=[O:13])=[O:12])([O-])=O.Cl.C(OCC)(=O)C.C(=O)(O)[O-].[Na+]>CO.[Fe]>[NH2:1][C:4]1[CH:5]=[C:6]([CH2:18][C:19]([O:21][CH3:22])=[O:20])[CH:7]=[CH:8][C:9]=1[O:10][S:11]([C:14]([F:17])([F:15])[F:16])(=[O:13])=[O:12] |f:3.4|. Reagents/catalysts: [Fe] (Iron). Reported procedure: Iron powder (2.5 g) was added to a stirred mixture of methyl 3-nitro-4-trifluoromethanesulfonyloxyphenylacetate (2.97 g) and conc. hydrochloric acid (7.3 ml) in methanol (22 ml) at 0° C. in some small portion. The reaction mixture was stirred at 20° C. for 2 hours, then poured into a mixture of ethyl acetate and saturated sodium bicarbonate. The organic phase was washed with saturated sodium bicarbonate and brine, dried over sodium sulfate and evaporated in vacuo. The residue was chromatographed... Starting materials: [N+](=O)([O-])C=1C=C(C=CC1OS(=O)(=O)C(F)(F)F)CC(=O)OC (methyl 3-nitro-4-trifluoromethanesulfonyloxyphenylacetate), Cl (hydrochloric acid), C(C)(=O)OCC (ethyl acetate), C([O-])(O)=O.[Na+] (sodium bicarbonate). Reactants: C(C)(C)(C)C1=NN=C(S1)NC(=O)CC=1N=C(SC1)N (4-(5-tert-butyl-1,3,4-thiadiazol-2-ylcarbamoylmethyl)-2-aminothiazole). Solvent: C(CC)(=O)OC(CC)=O (propionic anhydride). The product is C(C)(C)(C)C1=NN=C(S1)NC(=O)CC=1N=C(SC1)NC(CC)=O (4-(5-TERT-BUTYL-1,3,4-THIADIAZOL-2-YLCARBAMOYLMETHYL)-2-PROPIONAMIDOTHIAZOLE). Isolated yield 67.2%. As a reaction SMILES: [C:1]([C:5]1[S:9][C:8]([NH:10][C:11]([CH2:13][C:14]2[N:15]=[C:16]([NH2:19])[S:17][CH:18]=2)=[O:12])=[N:7][N:6]=1)([CH3:4])([CH3:3])[CH3:2]>C(OC(=O)CC)(=O)CC>[C:1]([C:5]1[S:9][C:8]([NH:10][C:11]([CH2:13][C:14]2[N:15]=[C:16]([NH:19][C:11](=[O:12])[CH2:13][CH3:14])[S:17][CH:18]=2)=[O:12])=[N:7][N:6]=1)([CH3:4])([CH3:2])[CH3:3]. Reported procedure: A mixture of 4.8 g (0.016 mole) of 4-(5-tert-butyl-1,3,4-thiadiazol-2-ylcarbamoylmethyl)-2-aminothiazole dissolved 20 ml of propionic anhydride was heated for one hour at 90°. The reaction solution was cooled and the precipitate was collected. The crude solid was recrystallized from chloroform-hexane. There was obtained 1.9 g of product, m.p. 210°-12°. N.M.R. (CDCl3) ∂ 1.1-1.4 (CH3, triplet), 1.4 [C(CH3)3 ], 2.3-2.7 (CH2, quartet), 3.9 (CH2, singlet), 6.8 (hetero-aromatic). Starting materials: C(C)(C)C=1C=CC(=C(C1)N1CC2=C(N=C(N=C2OC)C2=C3C=NN(C3=CC=C2C)S(=O)(=O)C2=CC=C(C)C=C2)CC1)C (6-(5-isopropyl-2-methylphenyl)-4-methoxy-2-(5-methyl-1-tosyl-1H-indazol-4-yl)-5,6,7,8-tetrahydropyrido[4,3-d]pyrimidine), [OH-].[K+] (KOH), [NH4+].[OH-] (NH4OH). Solvent: CO (MeOH). Reaction conditions: temperature 80 celsius. Product: C(C)(C)C=1C=CC(=C(C1)N1CC2=C(N=C(N=C2OC)C2=C3C=NNC3=CC=C2C)CC1)C (6-(5-isopropyl-2-methylphenyl)-4-methoxy-2-(5-methyl-1H-indazol-4-yl)-5,6,7,8-tetrahydropyrido[4,3-d]pyrimidine). Reaction SMILES: [CH:1]([C:4]1[CH:5]=[CH:6][C:7]([CH3:42])=[C:8]([N:10]2[CH2:41][CH2:40][C:13]3[N:14]=[C:15]([C:20]4[C:28]([CH3:29])=[CH:27][CH:26]=[C:25]5[C:21]=4[CH:22]=[N:23][N:24]5S(C4C=CC(C)=CC=4)(=O)=O)[N:16]=[C:17]([O:18][CH3:19])[C:12]=3[CH2:11]2)[CH:9]=1)([CH3:3])[CH3:2].[OH-].[K+].[NH4+].[OH-]>CO>[CH:1]([C:4]1[CH:5]=[CH:6][C:7]([CH3:42])=[C:8]([N:10]2[CH2:41][CH2:40][C:13]3[N:14]=[C:15]([C:20]4[C:28]([CH3:29])=[CH:27][CH:26]=[C:25]5[C:21]=4[CH:22]=[N:23][NH:24]5)[N:16]=[C:17]([O:18][CH3:19])[C:12]=3[CH2:11]2)[CH:9]=1)([CH3:3])[CH3:2] |f:1.2,3.4|. Reported procedure: A mixture of 6-(5-isopropyl-2-methylphenyl)-4-methoxy-2-(5-methyl-1-tosyl-1H-indazol-4-yl)-5,6,7,8-tetrahydropyrido[4,3-d]pyrimidine (200 mg, 0.344 mmol), KOH (80 mg, 1.43 mmol) and concentrated aq NH4OH solution (4 mL) in MeOH (8 mL) was heated in a microwave reactor at 80° C. for 30 min. The reaction mixture was partitioned between EtOAc and water. The aqueous layer was extracted with EtOAc (3×). The combined organics were washed with brine, dried (Na2SO4) and concentrated. The residue was pur...